From a dataset of the Open Reaction Database (ORD), a public repository of structured organic reaction records. describe an organic reaction: reactants, conditions, products, and yield The reactants are NC1=CC(=C(C=C1)O)F (4-Amino-2-fluorophenol), CC(C)([O-])C.[K+] (potassium tert-butoxide), O (water), O1C(OCCC1)C=1C=CC(=NC1)C1=CC2=NC=CC(=C2S1)Cl (2-(5-(1,3-Dioxan-2-yl)pyridin-2-yl)-7-chlorothieno[3,2-b]pyridine). Run in CS(=O)C (DMSO). Reaction conditions: temperature 100 celsius, time 30 minute. The product is O1C(OCCC1)C=1C=CC(=NC1)C1=CC2=NC=CC(=C2S1)OC1=C(C=C(N)C=C1)F (4-(2-(5-(1,3-dioxan-2-yl)pyridin-2-yl)thieno[3,2-b]pyridin-7-yloxy)-3-fluoroaniline). Yield: 93.5%. Reaction SMILES: [NH2:1][C:2]1[CH:7]=[CH:6][C:5]([OH:8])=[C:4]([F:9])[CH:3]=1.CC(C)([O-])C.[K+].[O:16]1[CH2:21][CH2:20][CH2:19][O:18][CH:17]1[C:22]1[CH:23]=[CH:24][C:25]([C:28]2[S:36][C:35]3[C:30](=[N:31][CH:32]=[CH:33][C:34]=3Cl)[CH:29]=2)=[N:26][CH:27]=1.O>CS(C)=O>[O:16]1[CH2:21][CH2:20][CH2:19][O:18][CH:17]1[C:22]1[CH:23]=[CH:24][C:25]([C:28]2[S:36][C:35]3[C:30](=[N:31][CH:32]=[CH:33][C:34]=3[O:8][C:5]3[CH:6]=[CH:7][C:2]([NH2:1])=[CH:3][C:4]=3[F:9])[CH:29]=2)=[N:26][CH:27]=1 |f:1.2|. Procedure: To a solution of aminophenol 4 (8.40 g, 66.1 mmol) in DMSO (75 ml) in a 250 mL round-bottom flask was added potassium tert-butoxide (8.77 g, 78 mmol). After 30 min, chloride 29 (20 g, 60.1 mmol) was added and the mixture was heated at 100° C. for 1.5 h. After cooling to r.t., the mixture was poured into water (300 mL) at 40° C. and the formed suspension was stirred for 30 min. The solid was collected by filtration, washed with water (2×30 mL) and dried under vacuum for 2 h. It was then triturate... The reactants are CCO, Cl, CSc1nc(N)nc(-c2ccco2)c1C#N, O. Yields the product N#Cc1c(-c2ccco2)nc(N)[nH]c1=S. RXN SMILES: [CH3:19][CH2:20][OH:21].[ClH:18].[NH2:1][c:2]1[n:3][c:4]([S:15][CH3:16])[c:5]([C:13]#[N:14])[c:6](-[c:8]2[o:9][cH:10][cH:11][cH:12]2)[n:7]1.[OH2:17]>>[NH2:1][c:2]1[nH:3][c:4](=[S:15])[c:5]([C:13]#[N:14])[c:6](-[c:8]2[o:9][cH:10][cH:11][cH:12]2)[n:7]1. The reactants are O=C([O-])[O-], CI, CN(C)C=O, [Cs+], [Cs+], O, COC(=O)C(O)CNS(=O)(=O)c1ccccc1[N+](=O)[O-]. Yields the product COC(=O)C(O)CN(C)S(=O)(=O)c1ccccc1[N+](=O)[O-]. As a reaction SMILES: [C:21](=[O:22])([O-:23])[O-:24].[CH3:27][I:28].[CH3:29][N:30]([CH3:31])[CH:32]=[O:33].[Cs+:25].[Cs+:26].[OH2:34].[OH:1][CH:2]([C:3](=[O:4])[O:5][CH3:6])[CH2:7][NH:8][S:9](=[O:10])(=[O:11])[c:12]1[c:13]([N+:18](=[O:19])[O-:20])[cH:14][cH:15][cH:16][cH:17]1>>[OH:1][CH:2]([C:3](=[O:4])[O:5][CH3:6])[CH2:7][N:8]([S:9](=[O:10])(=[O:11])[c:12]1[c:13]([N+:18](=[O:19])[O-:20])[cH:14][cH:15][cH:16][cH:17]1)[CH3:21]. Reactants: ClC1=CC=2C3=C(NC2C=C1)CCNC3 (8-chloro-2,3,4,5-tetrahydro-1H-pyrido[4,3-b]indole), C(=C)C1=NC2=CC=CC=C2C=C1 (2-vinylquinoline), C1(=C(C(=C(C(=C1F)F)F)N)F)N.Cl.Cl (dihydrochloride). Yields the product ClC1=CC=2C3=C(NC2C=C1)CCN(C3)CCC3=NC1=CC=CC=C1C=C3 (8-Chloro-2,3,4,5-tetrahydro-2-[2-(2-quinolinyl)ethyl]-1H-pyrido-[4,3-b]indole). As a reaction SMILES: [Cl:1][C:2]1[CH:10]=[CH:9][C:8]2[NH:7][C:6]3[CH2:11][CH2:12][NH:13][CH2:14][C:5]=3[C:4]=2[CH:3]=1.[CH:15]([C:17]1[CH:26]=[CH:25][C:24]2[C:19](=[CH:20][CH:21]=[CH:22][CH:23]=2)[N:18]=1)=[CH2:16].C1(N)C(F)=C(F)C(F)=C(N)C=1F.Cl.Cl>>[Cl:1][C:2]1[CH:10]=[CH:9][C:8]2[NH:7][C:6]3[CH2:11][CH2:12][N:13]([CH2:16][CH2:15][C:17]4[CH:26]=[CH:25][C:24]5[C:19](=[CH:20][CH:21]=[CH:22][CH:23]=5)[N:18]=4)[CH2:14][C:5]=3[C:4]=2[CH:3]=1 |f:2.3.4|. Procedure details: The title compound was prepared following the procedure of Example 2 with the exception that 8-chloro-2,3,4,5-tetrahydro-1H-pyrido[4,3-b]indole was used instead of 8-fluoro-2,3,4,5-tetrahydro-1H-pyrido[4,3-b]indole and 2-vinylquinoline was used instead of 2-vinylpyridine. The product was converted to the dihydrochloride salt; mp 187°-190° C. Reactants: ClC1=CC(=C(N=N1)C(=O)N)NC1=NC(=CC(=C1)C)CCC (6-chloro-4-(4-methyl-6-propylpyridin-2-ylamino)pyridazine-3-carboxamide), N[C@H]1[C@H](CCCC1)NC(OC(C)(C)C)=O (tert-butyl (1S,2R)-2-aminocyclohexylcarbamate). The solvent is C(C)(=O)OCC (ethyl acetate), [Cl-].[Na+].O (brine), CN1CCCC1=O (NMP). Conditions: temperature 140 celsius. The product is C(N)(=O)C1=C(C=C(N=N1)N[C@H]1[C@H](CCCC1)NC(OC(C)(C)C)=O)NC1=NC(=CC(=C1)C)CCC (tert-butyl (1S,2R)-2-(6-carbamoyl-5-(4-methyl-6-propylpyridin-2-ylamino)pyridazin-3-ylamino)cyclohexylcarbamate). Yield: 42.9%. As a reaction SMILES: Cl[C:2]1[N:7]=[N:6][C:5]([C:8]([NH2:10])=[O:9])=[C:4]([NH:11][C:12]2[CH:17]=[C:16]([CH3:18])[CH:15]=[C:14]([CH2:19][CH2:20][CH3:21])[N:13]=2)[CH:3]=1.[NH2:22][C@@H:23]1[CH2:28][CH2:27][CH2:26][CH2:25][C@@H:24]1[NH:29][C:30](=[O:36])[O:31][C:32]([CH3:35])([CH3:34])[CH3:33]>CN1C(=O)CCC1.C(OCC)(=O)C.[Cl-].[Na+].O>[C:8]([C:5]1[N:6]=[N:7][C:2]([NH:22][C@@H:23]2[CH2:28][CH2:27][CH2:26][CH2:25][C@@H:24]2[NH:29][C:30](=[O:36])[O:31][C:32]([CH3:34])([CH3:33])[CH3:35])=[CH:3][C:4]=1[NH:11][C:12]1[CH:17]=[C:16]([CH3:18])[CH:15]=[C:14]([CH2:19][CH2:20][CH3:21])[N:13]=1)(=[O:9])[NH2:10] |f:4.5.6|. Procedure: To a solution of 6-chloro-4-(4-methyl-6-propylpyridin-2-ylamino)pyridazine-3-carboxamide (134 mg, 438 μmol) in NMP (1.5 mL) was added tert-butyl (1S,2R)-2-aminocyclohexylcarbamate (376 mg, 1.75 mmol) in 3 portions approximately every 12 h over 36 h, with heating at 140° C. in the periods between additions. The mixture was then diluted with ethyl acetate and brine. The phases were separated and the organic phase washed twice with brine. The organic phase was concentrated in vacuo and then purifie... The reactants are C(C1=CC=CC=C1)(=O)Cl (benzoyl chloride), ClC=1C=C(NC(C2=C(C=CC=C2)O)=O)C=C(C1O)Cl (3',5'-Dichloro-2,4'-dihydroxybenzanilide), Cl (hydrochloric acid). Solvent: N1=CC=CC=C1 (pyridine). Yields the product C(C1=CC=CC=C1)(=O)OC1=C(C(=O)NC2=CC(=C(C(=C2)Cl)OC(C2=CC=CC=C2)=O)Cl)C=CC=C1 (2,4'-dibenzoyloxy-3',5'-dichlorobenzanilide). Yield: 88.2%. Reaction SMILES: [Cl:1][C:2]1[CH:3]=[C:4]([CH:15]=[C:16]([Cl:19])[C:17]=1[OH:18])[NH:5][C:6](=[O:14])[C:7]1[CH:12]=[CH:11][CH:10]=[CH:9][C:8]=1[OH:13].[C:20](Cl)(=[O:27])[C:21]1[CH:26]=[CH:25][CH:24]=[CH:23][CH:22]=1.Cl>N1C=CC=CC=1>[C:20]([O:13][C:8]1[CH:9]=[CH:10][CH:11]=[CH:12][C:7]=1[C:6]([NH:5][C:4]1[CH:3]=[C:2]([Cl:1])[C:17]([O:18][C:6](=[O:14])[C:7]2[CH:12]=[CH:11][CH:10]=[CH:9][CH:8]=2)=[C:16]([Cl:19])[CH:15]=1)=[O:14])(=[O:27])[C:21]1[CH:26]=[CH:25][CH:24]=[CH:23][CH:22]=1. Procedure details: 3',5'-Dichloro-2,4'-dihydroxybenzanilide (1 g.) was dissolved in dry pyridine (15 ml.) in the cold at 0°- 5° C. and to it was added dropwise benzoyl chloride (1.2 ml.). With gentle stirring reaction was continued for several hours. The solution was then poured into ice-cold water and acidified with 1 N hydrochloric acid to pH 2, yielding oily material which was extracted by ethyl acetate. The ethyl acetate solution was washed with 1 N hydrochloric acid and 5% sodium bicarbonate solution in that ... The reactants are CC(C)(CCCC#N)C(=O)O, ClCCl, O=C(Cl)C(=O)Cl. The product is CC(C)(CCCC#N)C(=O)Cl. RXN SMILES: [C:7](#[N:8])[CH2:9][CH2:10][CH2:11][C:12]([C:13](=[O:14])[OH:15])([CH3:16])[CH3:17].[Cl:18][CH2:19][Cl:20].[Cl:1][C:2]([C:3]([Cl:4])=[O:5])=[O:6]>>[Cl:1][C:13]([C:12]([CH2:11][CH2:10][CH2:9][C:7]#[N:8])([CH3:16])[CH3:17])=[O:14]. Conditions: temperature 90 celsius, time 8 hour. Starting materials: C[C@H]1[C@@H]([C@H]([C@H]([C@@H](O1)OC[C@@H]2[C@H]([C@@H]([C@H]([C@@H](O2)OC3=CC(=C4C(=C3)OC(=CC4=O)C5=CC(=C(C=C5)OC)O)O)O)O)O)O)O)O (3′,5,7-trihydroxy-4′-methoxy flavone-7-rutinoside), C([O-])([O-])=O.[K+].[K+] (potassium carbonate), mixed solution, C(C)(=O)OCC (ethyl acetate), IC (iodomethane), resultant solution. Reaction SMILES: C[C@@H]1O[C@@H](OC[C@H]2O[C@@H]([O:16][C:17]3[CH:22]=[C:21]4[O:23][C:24]([C:28]5[CH:33]=[CH:32][C:31]([O:34][CH3:35])=[C:30](O)[CH:29]=5)=[CH:25][C:26](=[O:27])[C:20]4=[C:19]([OH:37])[CH:18]=3)[C@H](O)[C@@H](O)[C@@H]2O)[C@H](O)[C@H](O)[C@H]1O.[C:44](=O)([O-])[O-:45].[K+].[K+].IC.C(OCC)(=O)C>CN(C)C=O.ClCCl>[OH:37][C:19]1[CH:18]=[C:17]([OH:16])[CH:22]=[C:21]2[C:20]=1[C:26](=[O:27])[CH:25]=[C:24]([C:28]1[CH:33]=[CH:32][C:31]([O:34][CH3:35])=[C:30]([O:45][CH3:44])[CH:29]=1)[O:23]2 |f:1.2.3|. The yield is 82.5%. Yields the product OC1=C2C(C=C(OC2=CC(=C1)O)C1=CC(=C(C=C1)OC)OC)=O (5,7-dihydroxy-3′,4′-dimethoxy flavone). Procedure: 1 kg of 3′,5,7-trihydroxy-4′-methoxy flavone-7-rutinoside and 454 g of potassium carbonate were dissolved in dimethylformamide at 10° C., which was heated and stirred at 90° C. for 8 hours. The reaction solution was cooled to room temperature. To the solution was added 1 kg of iodomethane, followed by stirring at room temperature for 12 hours. Upon completing the reaction, 50 L of mixed solution of ethyl acetate and dichloromethane (3:2) was added thereto. The resultant solution was stirred for ... The solvent is CN(C=O)C (dimethylformamide), ClCCl (dichloromethane).